This data is from the Open Reaction Database (ORD), a public repository of structured organic reaction records. The task is: describe an organic reaction: reactants, conditions, products, and yield The reactants are C(C1=CC=CC=C1)C1CCN(CC1)C(C(=O)NC1=CC2=C(NC(O2)=O)C=C1[N+](=O)[O-])=O (2-(4-benzylpiperidin-1-yl)-N-(5-nitro-2-oxo-2,3-dihydro-benzoxazol-6-yl)-2-oxo-acetamide). Reagents/catalysts: [Pd] (Pd/C). Solvent: CO (methanol). Reaction conditions: time 8 hour. Yields the product NC=1C(=CC2=C(NC(O2)=O)C1)NC(C(=O)N1CCC(CC1)CC1=CC=CC=C1)=O (N-(5-Amino-2-oxo-2,3-dihydro-benzoxazol-6-yl)-2-(4-benzylpiperidin-1-yl)-2-oxo-acetamide). Yield: 34.9%. RXN SMILES: [CH2:1]([CH:8]1[CH2:13][CH2:12][N:11]([C:14](=[O:31])[C:15]([NH:17][C:18]2[C:27]([N+:28]([O-])=O)=[CH:26][C:21]3[NH:22][C:23](=[O:25])[O:24][C:20]=3[CH:19]=2)=[O:16])[CH2:10][CH2:9]1)[C:2]1[CH:7]=[CH:6][CH:5]=[CH:4][CH:3]=1>[Pd].CO>[NH2:28][C:27]1[C:18]([NH:17][C:15](=[O:16])[C:14]([N:11]2[CH2:10][CH2:9][CH:8]([CH2:1][C:2]3[CH:3]=[CH:4][CH:5]=[CH:6][CH:7]=3)[CH2:13][CH2:12]2)=[O:31])=[CH:19][C:20]2[O:24][C:23](=[O:25])[NH:22][C:21]=2[CH:26]=1. Procedure: A mixture of 3.3 g (7.7 mmol) of 2-(4-benzylpiperidin-1-yl)-N-(5-nitro-2-oxo-2,3-dihydro-benzoxazol-6-yl)-2-oxo-acetamide, 100 ml of methanol and 0.3 g of 10% Pd/C catalyst is hydrogenated for 8 h. The catalyst is filtered off and the filtrate is concentrated. The residue is purified by column chromatography using Kieselgel 60 as adsorbent (Merck) and toluene:acetone=2:1 as eluent to yield 1.06 g (34.5%) of the title compound. Mp.: 296° C. (toluene—acetone). Starting materials: CC1=C(N=C(O1)C1=CC=CC=C1)CCOC1=CC=C(C=C1)/C=C/C=C/C=O ((E,E)-5-[4-[2-(5-methyl-2-phenyl-4-oxazolyl)ethoxy]phenyl]-2,4-pentadien-1-al), O1C(NC(C1)=O)=O (2,4-oxazolidinedione). The product is CC1=C(N=C(O1)C1=CC=CC=C1)CCOC1=CC=C(C=C1)C=CC=CC=C1C(NC(O1)=O)=O (5-[5-[4-[2-(5-methyl-2-phenyl-4-oxazolyl)ethoxy]phenyl]-2,4-pentadienylidene]-2,4-oxazolidinedione). Isolated yield 31.0%. RXN SMILES: [CH3:1][C:2]1[O:6][C:5]([C:7]2[CH:12]=[CH:11][CH:10]=[CH:9][CH:8]=2)=[N:4][C:3]=1[CH2:13][CH2:14][O:15][C:16]1[CH:21]=[CH:20][C:19](/[CH:22]=[CH:23]/[CH:24]=[CH:25]/[CH:26]=O)=[CH:18][CH:17]=1.[O:28]1[CH2:32][C:31](=[O:33])[NH:30][C:29]1=[O:34]>>[CH3:1][C:2]1[O:6][C:5]([C:7]2[CH:8]=[CH:9][CH:10]=[CH:11][CH:12]=2)=[N:4][C:3]=1[CH2:13][CH2:14][O:15][C:16]1[CH:17]=[CH:18][C:19]([CH:22]=[CH:23][CH:24]=[CH:25][CH:26]=[C:32]2[O:28][C:29](=[O:34])[NH:30][C:31]2=[O:33])=[CH:20][CH:21]=1. Procedure: In substantially the same manner as in Example 1, (E,E)-5-[4-[2-(5-methyl-2-phenyl-4-oxazolyl)ethoxy]phenyl]-2,4-pentadien-1-al was allowed to react with 2,4-oxazolidinedione to give 5-[5-[4-[2-(5-methyl-2-phenyl-4-oxazolyl)ethoxy]phenyl]-2,4-pentadienylidene]-2,4-oxazolidinedione. The yield was 31%. Recrystallization from dichloromethane-methanol gave yellow needles, m.p.209-211° C. The reactants are CC(C)(C)OC(=O)N1CCC(CN(CCNCCc2ccc(O)c3[nH]c(=O)sc23)C(=O)CCOCCc2ccccc2)CC1, ClCCl, O=C(O)C(F)(F)F. The product is O=C(CCOCCc1ccccc1)N(CCNCCc1ccc(O)c2[nH]c(=O)sc12)CC1CCNCC1. Reaction SMILES: [C:1]([O:2][C:3](=[O:4])[N:8]1[CH2:9][CH2:10][CH:11]([CH2:14][N:15]([C:16]([CH2:17][CH2:18][O:19][CH2:20][CH2:21][c:22]2[cH:23][cH:24][cH:25][cH:26][cH:27]2)=[O:28])[CH2:29][CH2:30][NH:31][CH2:32][CH2:33][c:34]2[cH:35][cH:36][c:37]([OH:44])[c:38]3[nH:39][c:40](=[O:43])[s:41][c:42]23)[CH2:12][CH2:13]1)([CH3:5])([CH3:6])[CH3:7].[Cl:52][CH2:53][Cl:54].[OH:45][C:46]([C:47]([F:48])([F:49])[F:50])=[O:51]>>[NH:8]1[CH2:9][CH2:10][CH:11]([CH2:14][N:15]([C:16]([CH2:17][CH2:18][O:19][CH2:20][CH2:21][c:22]2[cH:23][cH:24][cH:25][cH:26][cH:27]2)=[O:28])[CH2:29][CH2:30][NH:31][CH2:32][CH2:33][c:34]2[cH:35][cH:36][c:37]([OH:44])[c:38]3[nH:39][c:40](=[O:43])[s:41][c:42]23)[CH2:12][CH2:13]1. Starting materials: N1C([C@]2(C3=CC=CC=C13)COC1=CC3=C(OCCO3)C=C12)=O ((8S)-2,3-dihydrospiro[furo[2,3-g][1,4]benzodioxine-8,3′-indol]-2′(1′H)-one), Cl.FC(C=1C(=NC=CC1)CO)(F)F ((3-(trifluoromethyl)pyridin-2-yl)methanol hydrochloride), N1C(C2(C3=CC=CC=C13)COC1=C2C=CC=2OCCOC21)=O (2,3-dihydrospiro[furo[2,3-f][1,4]benzodioxine-7,3′-indol]-2′(1′H)-one), Cl.FC(C=1C(=NC=CC1)CO)F (3-(difluoromethyl)pyridin-2-yl methanol hydrochloride). The product is FC(C=1C(=NC=CC1)CN1C([C@]2(C3=CC=CC=C13)COC1=CC3=C(OCCO3)C=C12)=O)F ((8S)-1′-{[3-(difluoromethyl)pyridin-2-yl]methyl}-2,3-dihydrospiro[furo[2,3-g][1,4]benzodioxine-8,3′-indol]-2′(1′H)-one). RXN SMILES: [NH:1]1[C:9]2[C:4](=[CH:5][CH:6]=[CH:7][CH:8]=2)[C@@:3]2([C:21]3[C:12](=[CH:13][C:14]4[O:19][CH2:18][CH2:17][O:16][C:15]=4[CH:20]=3)[O:11][CH2:10]2)[C:2]1=[O:22].N1C2C(=CC=CC=2)C2(C3C=CC4OCCOC=4C=3OC2)C1=O.Cl.[F:46][CH:47]([F:56])[C:48]1[C:49]([CH2:54]O)=[N:50][CH:51]=[CH:52][CH:53]=1.Cl.FC(F)(F)C1C(CO)=NC=CC=1>>[F:46][CH:47]([F:56])[C:48]1[C:49]([CH2:54][N:1]2[C:9]3[C:4](=[CH:5][CH:6]=[CH:7][CH:8]=3)[C@@:3]3([C:21]4[C:12](=[CH:13][C:14]5[O:19][CH2:18][CH2:17][O:16][C:15]=5[CH:20]=4)[O:11][CH2:10]3)[C:2]2=[O:22])=[N:50][CH:51]=[CH:52][CH:53]=1 |f:2.3,4.5|. Procedure: Following the procedure as described in EXAMPLE 11.78 and making non-critical variations using (8S)-2,3-dihydrospiro[furo[2,3-g][1,4]benzodioxine-8,3′-indol]-2′(1′H)-one to replace 2,3-dihydrospiro[furo[2,3-f][1,4]benzodioxine-7,3′-indol]-2′(1′H)-one, and 3-(difluoromethyl)pyridin-2-yl methanol hydrochloride to replace (3-(trifluoromethyl)pyridin-2-yl)methanol hydrochloride, (8S)-1′-{[3-(difluoromethyl)pyridin-2-yl]methyl}-2,3-dihydrospiro[furo[2,3-g][1,4]benzodioxine-8,3′-indol]-2′(1′H)-one was... Run in O1CCCC1 (tetrahydrofuran), CO (methanol), O (water). RXN SMILES: [CH2:1]([NH:3][C:4](=[O:43])[NH:5][C:6]1[N:11]=[CH:10][C:9]([C:12]2[CH:13]=[C:14]3[C:19](=[CH:20][CH:21]=2)[N:18]([C@@H:22]([CH:25]([CH3:27])[CH3:26])[CH2:23][OH:24])[CH:17]=[C:16]([C:28]([O:30]CC)=[O:29])[C:15]3=[O:33])=[C:8]([C:34]2[S:35][CH:36]=[C:37]([C:39]([F:42])([F:41])[F:40])[N:38]=2)[CH:7]=1)[CH3:2].[OH-].[Li+].Cl>O1CCCC1.CO.O>[CH2:1]([NH:3][C:4](=[O:43])[NH:5][C:6]1[N:11]=[CH:10][C:9]([C:12]2[CH:13]=[C:14]3[C:19](=[CH:20][CH:21]=2)[N:18]([C@@H:22]([CH:25]([CH3:27])[CH3:26])[CH2:23][OH:24])[CH:17]=[C:16]([C:28]([OH:30])=[O:29])[C:15]3=[O:33])=[C:8]([C:34]2[S:35][CH:36]=[C:37]([C:39]([F:40])([F:42])[F:41])[N:38]=2)[CH:7]=1)[CH3:2] |f:1.2|. Conditions: temperature 100 celsius. The product is C(C)NC(NC1=CC(=C(C=N1)C=1C=C2C(C(=CN(C2=CC1)[C@H](CO)C(C)C)C(=O)O)=O)C=1SC=C(N1)C(F)(F)F)=O ((S)-6-(6-(3-ethylureido)-4-(4-(trifluoromethyl)thiazol-2-yl)pyridin-3-yl)-1-(1-hydroxy-3-methylbutan-2-yl)-4-oxo-1,4-dihydroquinoline-3-carboxylic acid). Procedure details: To a solution of (S)-ethyl 6-(6-(3-ethylureido)-4-(4-(trifluoromethyl)thiazol-2-yl)pyridin-3-yl)-1-(1-hydroxy-3-methylbutan-2-yl)-4-oxo-1,4-dihydroquinoline-3-carboxylate (Example 110, 213 mg, 0.35 mmol) in tetrahydrofuran (1 mL) and methanol (1 mL) was added 2 M lithium hydroxide (0.259 mL, 0.52 mmol). The reaction mixture was heated at 100° C. for 15 min in a microwave reactor. The reaction mixture was cooled to room temperature, diluted with water, and treated with 1 N HCl until pH 3-4. The p... Yield: 70.9%. The reactants are C(C)NC(NC1=CC(=C(C=N1)C=1C=C2C(C(=CN(C2=CC1)[C@H](CO)C(C)C)C(=O)OCC)=O)C=1SC=C(N1)C(F)(F)F)=O ((S)-ethyl 6-(6-(3-ethylureido)-4-(4-(trifluoromethyl)thiazol-2-yl)pyridin-3-yl)-1-(1-hydroxy-3-methylbutan-2-yl)-4-oxo-1,4-dihydroquinoline-3-carboxylate), [OH-].[Li+] (lithium hydroxide), Cl (HCl). RXN SMILES: [Cl:13][c:14]1[n:15][c:16]([N:25]2[CH2:26][CH2:27][O:28][CH2:29][CH2:30]2)[c:17]2[c:18]([n:19]1)[cH:20][c:21]([CH:23]=[O:24])[s:22]2.[O:1]1[CH2:2][CH2:3][CH:4]([N:7]2[CH2:8][CH2:9][NH:10][CH2:11][CH2:12]2)[CH2:5][CH2:6]1>>[O:1]1[CH2:2][CH2:3][CH:4]([N:7]2[CH2:8][CH2:9][N:10]([CH2:23][c:21]3[cH:20][c:18]4[c:17]([c:16]([N:25]5[CH2:26][CH2:27][O:28][CH2:29][CH2:30]5)[n:15][c:14]([Cl:13])[n:19]4)[s:22]3)[CH2:11][CH2:12]2)[CH2:5][CH2:6]1. Starting materials: O=Cc1cc2nc(Cl)nc(N3CCOCC3)c2s1, C1CN(C2CCOCC2)CCN1. The product is Clc1nc(N2CCOCC2)c2sc(CN3CCN(C4CCOCC4)CC3)cc2n1. Reactants: BrC(Br)(Br)Br, COC(=O)NCCCCCCO, ClCCl, c1ccc(P(c2ccccc2)c2ccccc2)cc1. Product: COC(=O)NCCCCCCBr. As a reaction SMILES: [Br:32][C:33]([Br:34])([Br:35])[Br:36].[CH3:1][O:2][C:3](=[O:4])[NH:5][CH2:6][CH2:7][CH2:8][CH2:9][CH2:10][CH2:11][OH:12].[Cl:37][CH2:38][Cl:39].[c:13]1([P:14]([c:15]2[cH:16][cH:17][cH:18][cH:19][cH:20]2)[c:21]2[cH:22][cH:23][cH:24][cH:25][cH:26]2)[cH:27][cH:28][cH:29][cH:30][cH:31]1>>[CH3:1][O:2][C:3](=[O:4])[NH:5][CH2:6][CH2:7][CH2:8][CH2:9][CH2:10][CH2:11][Br:32]. Reactants: C(C)(C)(C)OC(NC1=C(C=C(C(=C1)N(C)CC(C)C)Cl)NC(CC(C1=CC(=CC=C1)N1N=CN=C1COC1OCCCC1)=O)=O)=O ((RS)-[4-chloro-5-(isobutyl-methyl-amino)-2-(3-oxo-3-{3-[5-(tetrahydro-pyran-2-yloxymethyl)-[1,2,4]triazol-1-yl]-phenyl}-propionylamino)-phenyl]-carbamic acid tert-butyl ester), C(=O)(C(F)(F)F)O (TFA). Run in C(Cl)Cl (CH2Cl2). Yields the product ClC=1C(=CC2=C(NC(CC(=N2)C2=CC(=CC=C2)N2N=CN=C2CO)=O)C1)N(C)CC(C)C (8-Chloro-4-[3-(5-hydroxymethyl-[1,2,4]triazol-1-yl)-phenyl]-7-(isobutyl-methyl-amino)-1,3-dihydro-benzo[b][1,4]diazepin-2-one), solid. Isolated yield 69.0%. RXN SMILES: C(OC(=O)[NH:7][C:8]1[CH:13]=[C:12]([N:14]([CH2:16][CH:17]([CH3:19])[CH3:18])[CH3:15])[C:11]([Cl:20])=[CH:10][C:9]=1[NH:21][C:22](=[O:45])[CH2:23][C:24](=O)[C:25]1[CH:30]=[CH:29][CH:28]=[C:27]([N:31]2[C:35]([CH2:36][O:37]C3CCCCO3)=[N:34][CH:33]=[N:32]2)[CH:26]=1)(C)(C)C.C(O)(C(F)(F)F)=O>C(Cl)Cl>[Cl:20][C:11]1[C:12]([N:14]([CH2:16][CH:17]([CH3:19])[CH3:18])[CH3:15])=[CH:13][C:8]2[N:7]=[C:24]([C:25]3[CH:30]=[CH:29][CH:28]=[C:27]([N:31]4[C:35]([CH2:36][OH:37])=[N:34][CH:33]=[N:32]4)[CH:26]=3)[CH2:23][C:22](=[O:45])[NH:21][C:9]=2[CH:10]=1. Procedure details: The title compound was prepared from (RS)-[4-chloro-5-(isobutyl-methyl-amino)-2-(3-oxo-3-{3-[5-(tetrahydro-pyran-2-yloxymethyl)-[1,2,4]triazol-1-yl]-phenyl}-propionylamino)-phenyl]-carbamic acid tert-butyl ester (Example M115) (0.61 g, 0.93 mmol) by treatment with TFA in CH2Cl2 according to the general procedure N. Obtained as a light brown solid (290 mg, 69%). The reactants are C1(CC1)C1=CN=C(C(=N1)C(=O)NC1=CC=C(C(=C1C(=O)OC)C)C)NC=1C=NC=NC1 (methyl 6-(6-cyclopropyl-3-(pyrimidin-5-ylamino)pyrazine-2-carboxamido)-2,3-dimethylbenzoate), [I-].[Li+] (lithium iodide). Solvent: N1=CC=CC=C1 (pyridine). Yields the product C1(CC1)C1=CN=C(C(=N1)C(=O)NC1=CC=C(C(=C1C(=O)O)C)C)NC=1C=NC=NC1 (6-{[6-Cyclopropyl-3-(pyrimidin-5-ylamino)-pyrazine-2-carbonyl]-amino}-2,3-dimethyl-benzoic acid). Reaction SMILES: [CH:1]1([C:4]2[N:9]=[C:8]([C:10]([NH:12][C:13]3[C:18]([C:19]([O:21]C)=[O:20])=[C:17]([CH3:23])[C:16]([CH3:24])=[CH:15][CH:14]=3)=[O:11])[C:7]([NH:25][C:26]3[CH:27]=[N:28][CH:29]=[N:30][CH:31]=3)=[N:6][CH:5]=2)[CH2:3][CH2:2]1.[I-].[Li+]>N1C=CC=CC=1>[CH:1]1([C:4]2[N:9]=[C:8]([C:10]([NH:12][C:13]3[C:18]([C:19]([OH:21])=[O:20])=[C:17]([CH3:23])[C:16]([CH3:24])=[CH:15][CH:14]=3)=[O:11])[C:7]([NH:25][C:26]3[CH:27]=[N:28][CH:29]=[N:30][CH:31]=3)=[N:6][CH:5]=2)[CH2:3][CH2:2]1 |f:1.2|. Reported procedure: To a solution of methyl 6-(6-cyclopropyl-3-(pyrimidin-5-ylamino)pyrazine-2-carboxamido)-2,3-dimethylbenzoate (0.05 g, 119 μmol) in pyridine (1 ml) at r.t under an argon atmosphere was added lithium iodide (125 mg, 932 μmol). The mixture was heated at 100° for 16 hr. The solvent was evaporated. The crude product was used directly in the next step.